This data is from the Open Reaction Database (ORD), a public repository of structured organic reaction records. The task is: describe an organic reaction: reactants, conditions, products, and yield Starting materials: BrC1=CC(=C(C=C1F)[C@H](C)N[S@](=O)C(C)(C)C)F ((R)—N—((S)-1-(4-bromo-2,5-difluorophenyl)ethyl)-2-methylpropane-2-sulfinamide), CN1N=CC(=C1)B(O)O (1-Methyl-4-1H-pyrazoleboronic acid), pinacol ester, C(=O)([O-])[O-].[Na+].[Na+] (Na2CO3), C(Cl)Cl (CH2Cl2). Reagents/catalysts: C1=CC=C(C=C1)P([C-]2C=CC=C2)C3=CC=CC=C3.C1=CC=C(C=C1)P([C-]2C=CC=C2)C3=CC=CC=C3.Cl[Pd]Cl.[Fe+2] (PdCl2(dppf)). The solvent is COCCOC (DME), [NH4+].[Cl-] (NH4Cl), CCOC(=O)C (EtOAc), CCOC(=O)C.CCCCCCC (EtOAc Heptane). Conditions: temperature 100 celsius. Yields the product FC1=C(C=C(C(=C1)C=1C=NN(C1)C)F)[C@H](C)N[S@](=O)C(C)(C)C ((R)—N—((S)-1-(2,5-difluoro-4-(1-methyl-1H-pyrazol-4-yl)phenyl)ethyl)-2-methylpropane-2-sulfinamide). Isolated yield 73.7%. Reaction SMILES: Br[C:2]1[C:7]([F:8])=[CH:6][C:5]([C@@H:9]([NH:11][S@@:12]([C:14]([CH3:17])([CH3:16])[CH3:15])=[O:13])[CH3:10])=[C:4]([F:18])[CH:3]=1.[CH3:19][N:20]1[CH:24]=[C:23](B(O)O)[CH:22]=[N:21]1.C([O-])([O-])=O.[Na+].[Na+].C(Cl)Cl>[NH4+].[Cl-].CCOC(C)=O.C1C=CC(P(C2C=CC=CC=2)[C-]2C=CC=C2)=CC=1.C1C=CC(P(C2C=CC=CC=2)[C-]2C=CC=C2)=CC=1.Cl[Pd]Cl.[Fe+2].CCOC(C)=O.CCCCCCC.COCCOC>[F:18][C:4]1[CH:3]=[C:2]([C:23]2[CH:22]=[N:21][N:20]([CH3:19])[CH:24]=2)[C:7]([F:8])=[CH:6][C:5]=1[C@@H:9]([NH:11][S@@:12]([C:14]([CH3:17])([CH3:16])[CH3:15])=[O:13])[CH3:10] |f:2.3.4,6.7,9.10.11.12,13.14|. Reported procedure: To two microwave vials with stir bars were added (R)—N—((S)-1-(4-bromo-2,5-difluorophenyl)ethyl)-2-methylpropane-2-sulfinamide (500 mg, 1.47 mmol), 1-Methyl-4-1H-pyrazoleboronic acid, pinacol ester (917 mg, 4.41 mmol), DME (6 ml), Na2CO3 (3.67 ml, 7.35 mmol) (2.0 M aq) and PdCl2(dppf).CH2Cl2 adduct (60.0 mg, 0.07 mmol) divided evenly between the two vessels. Vessels were capped and heated by microwave irradiation for 20 min at 100° C. Reaction mixtures were combined, diluted with a saturated sol... Reactants: O=S(=O)(Cl)c1c(Cl)cc(Cl)cc1Cl, Nc1nc(-c2cccnc2)cs1. Yields the product O=S(=O)(Nc1nc(-c2cccnc2)cs1)c1c(Cl)cc(Cl)cc1Cl. RXN SMILES: [Cl:13][c:14]1[c:15]([S:22](=[O:23])(=[O:24])[Cl:25])[c:16]([Cl:21])[cH:17][c:18]([Cl:20])[cH:19]1.[n:1]1[cH:2][c:3](-[c:7]2[n:8][c:9]([NH2:12])[s:10][cH:11]2)[cH:4][cH:5][cH:6]1>>[n:1]1[cH:2][c:3](-[c:7]2[n:8][c:9]([NH:12][S:22]([c:15]3[c:14]([Cl:13])[cH:19][c:18]([Cl:20])[cH:17][c:16]3[Cl:21])(=[O:23])=[O:24])[s:10][cH:11]2)[cH:4][cH:5][cH:6]1. Reactants: C(C1=CC=CC=C1)(=O)C1=CC=CC(=N1)CO ((6-benzoyl-2-pyridyl)methanol), C1=C(C=CC2=CC=CC=C12)C(C(=O)O)C(C)C (2-(2-naphthyl)-3-methylbutanoic acid). The product is C1=C(C=CC2=CC=CC=C12)C(C(=O)OCC1=NC(=CC=C1)C(C1=CC=CC=C1)=O)C(C)C ((6-benzoyl-2-pyridyl)methyl 2-(2-naphthyl)-3-methylbutanoate). Reaction SMILES: [C:1]([C:9]1[N:14]=[C:13]([CH2:15][OH:16])[CH:12]=[CH:11][CH:10]=1)(=[O:8])[C:2]1[CH:7]=[CH:6][CH:5]=[CH:4][CH:3]=1.[CH:17]1[C:26]2[C:21](=[CH:22][CH:23]=[CH:24][CH:25]=2)[CH:20]=[CH:19][C:18]=1[CH:27]([CH:31]([CH3:33])[CH3:32])[C:28](O)=[O:29]>>[CH:17]1[C:26]2[C:21](=[CH:22][CH:23]=[CH:24][CH:25]=2)[CH:20]=[CH:19][C:18]=1[CH:27]([CH:31]([CH3:33])[CH3:32])[C:28]([O:16][CH2:15][C:13]1[CH:12]=[CH:11][CH:10]=[C:9]([C:1](=[O:8])[C:2]2[CH:3]=[CH:4][CH:5]=[CH:6][CH:7]=2)[N:14]=1)=[O:29]. Procedure: Following the procedure of Example 3, (6-benzoyl-2-pyridyl)methanol and 2-(2-naphthyl)-3-methylbutanoic acid are reacted, yielding (6-benzoyl-2-pyridyl)methyl 2-(2-naphthyl)-3-methylbutanoate.